Task: describe an organic reaction: reactants, conditions, products, and yield. Dataset: the Open Reaction Database (ORD), a public repository of structured organic reaction records Reactants: C(C)OC(CC=1C=NC(=C(C1)Br)Cl)=O ((5-Bromo-6-chloro-pyridin-3-yl)-acetic acid ethyl ester), CCOC(=O)C (EtOAc), C(C)N(C(=O)C1CC1)CC1=C(C=CC(=C1)C(F)(F)F)B1OC(C(O1)(C)C)(C)C (cyclopropanecarboxylic acid ethyl-[2-(4,4,5,5-tetramethyl-[1,3,2]dioxaborolan-2-yl)-5-trifluoromethyl-benzyl]-amide), C([O-])([O-])=O.[K+].[K+] (potassium carbonate). The reagents and catalysts are C=1C=CC(=CC1)[P](C=2C=CC=CC2)(C=3C=CC=CC3)[Pd]([P](C=4C=CC=CC4)(C=5C=CC=CC5)C=6C=CC=CC6)([P](C=7C=CC=CC7)(C=8C=CC=CC8)C=9C=CC=CC9)[P](C=1C=CC=CC1)(C=1C=CC=CC1)C=1C=CC=CC1 (Tetrakis(triphenylphosphine)palladium(0)). The solvent is COCCOC (DME), O (H2O), [Cl-].[Na+].O (brine). Reaction conditions: temperature 85 celsius, time 2 hour. The product is C(C)OC(CC=1C=NC(=C(C1)C1=C(C=C(C=C1)C(F)(F)F)CN(CC)C(=O)C1CC1)Cl)=O ((6-chloro-5-{2-[(N-cyclopropanecarbonyl-N-ethyl-amino)-methyl]-4-trifluoromethyl-phenyl}-pyridin-3-yl)-acetic acid ethyl ester). RXN SMILES: [CH2:1]([O:3][C:4](=[O:14])[CH2:5][C:6]1[CH:7]=[N:8][C:9]([Cl:13])=[C:10](Br)[CH:11]=1)[CH3:2].[CH2:15]([N:17]([CH2:23][C:24]1[CH:29]=[C:28]([C:30]([F:33])([F:32])[F:31])[CH:27]=[CH:26][C:25]=1B1OC(C)(C)C(C)(C)O1)[C:18]([CH:20]1[CH2:22][CH2:21]1)=[O:19])[CH3:16].C(=O)([O-])[O-].[K+].[K+].CCOC(C)=O>COCCOC.[Cl-].[Na+].O.C1C=CC([P]([Pd]([P](C2C=CC=CC=2)(C2C=CC=CC=2)C2C=CC=CC=2)([P](C2C=CC=CC=2)(C2C=CC=CC=2)C2C=CC=CC=2)[P](C2C=CC=CC=2)(C2C=CC=CC=2)C2C=CC=CC=2)(C2C=CC=CC=2)C2C=CC=CC=2)=CC=1.O>[CH2:1]([O:3][C:4](=[O:14])[CH2:5][C:6]1[CH:7]=[N:8][C:9]([Cl:13])=[C:10]([C:25]2[CH:26]=[CH:27][C:28]([C:30]([F:33])([F:32])[F:31])=[CH:29][C:24]=2[CH2:23][N:17]([C:18]([CH:20]2[CH2:22][CH2:21]2)=[O:19])[CH2:15][CH3:16])[CH:11]=1)[CH3:2] |f:2.3.4,7.8.9,^1:67,69,88,107|. Reported procedure: (5-Bromo-6-chloro-pyridin-3-yl)-acetic acid ethyl ester (0.549 g, 1.97 mmol), cyclopropanecarboxylic acid ethyl-[2-(4,4,5,5-tetramethyl-[1,3,2]dioxaborolan-2-yl)-5-trifluoromethyl-benzyl]-amide (0.787 g, 1.97 mmol), and potassium carbonate (0.824 g, 5.91 mmol) were combined in DME (6 mL) and H2O (3 mL), and the solution was purged with N2 for 40 minutes. Tetrakis(triphenylphosphine)palladium(0) (0.338 g, 0.20 mmol) was added, and the reaction was stirred at 85° C. for 2 hours. After cooling to r... Reactants: crude product, [OH-].[Na+] (sodium hydroxide), N1(C=NC=C1)C=1C=C2NC(C=3N(C2=CC1)C(NN3)=O)=O (7-(1H-Imidazol-1-yl)[1,2,4]triazolo [4,3-a]quinoxaline-1,4(2H,5H)-dione), S(O)(O)(=O)=O (sulfuric acid), BrBr (bromine). Reagents/catalysts: S(=O)(=O)([O-])[O-].[Ag+2] (silver sulfate). The solvent is O (water). Reaction conditions: time 48 hour. Yields the product BrC1=C(C=C2NC(C=3N(C2=C1)C(NN3)=O)=O)N3C=NC=C3 (8-Bromo-7-(1H-imidazol-1-yl)[1,2,4]triazolo[4,3-a]quinoxaline-1,4(2H,5H)-dione). Reaction SMILES: [N:1]1([C:6]2[CH:7]=[C:8]3[C:13](=[CH:14][CH:15]=2)[N:12]2[C:16](=[O:19])[NH:17][N:18]=[C:11]2[C:10](=[O:20])[NH:9]3)[CH:5]=[CH:4][N:3]=[CH:2]1.S(=O)(=O)(O)O.[Br:26]Br.[OH-].[Na+]>O.S([O-])([O-])(=O)=O.[Ag+2]>[Br:26][C:15]1[CH:14]=[C:13]2[C:8]([NH:9][C:10](=[O:20])[C:11]3[N:12]2[C:16](=[O:19])[NH:17][N:18]=3)=[CH:7][C:6]=1[N:1]1[CH:5]=[CH:4][N:3]=[CH:2]1 |f:3.4,6.7|. Procedure: To a solution of 0.94 g (~3.5 mmol) of 7-(1H-Imidazol-1-yl)[1,2,4]triazolo [4,3-a]quinoxaline-1,4(2H,5H)-dione in 7.5 ml concentrated (95-97%) sulfuric acid was added first 1.22 g (~3,9 mmol) silver sulfate and then 0.2 ml (~3.9 mmol) bromine. Stirring was continued at 24° C. for 48 h. The reaction mixture was filtered from silver bromide and then poured into 40 ml ice-water. The precipitate was filtered off to give a crude product. To a solution of the crude product in water was added 4N sodium... Starting materials: C(CC)NC(=O)C(CC1=CC=C2C=CC=C(C2=C1)CC1=C(C=C(C(=O)O)C=C1)OC)C (4-[7-[2-(propylcarbamoyl)propyl]naphth-1-ylmethyl]-3-methoxybenzoic acid), C1(=CC=CC=C1)S(=O)(=O)N (benzenesulfonamide). The product is COC=1C=C(C(=O)NS(=O)(=O)C2=CC=CC=C2)C=CC1CC1=CC=CC2=CC=C(C=C12)CC(C)C(NCCC)=O (3-Methoxy-N-(phenylsulfonyl)-4-[7-[2-(propylcarbamoyl)propyl]naphth-1-ylmethyl]benzamide). Reaction SMILES: [CH2:1]([NH:4][C:5]([CH:7]([CH3:31])[CH2:8][C:9]1[CH:18]=[C:17]2[C:12]([CH:13]=[CH:14][CH:15]=[C:16]2[CH2:19][C:20]2[CH:28]=[CH:27][C:23]([C:24](O)=[O:25])=[CH:22][C:21]=2[O:29][CH3:30])=[CH:11][CH:10]=1)=[O:6])[CH2:2][CH3:3].[C:32]1([S:38]([NH2:41])(=[O:40])=[O:39])[CH:37]=[CH:36][CH:35]=[CH:34][CH:33]=1>>[CH3:30][O:29][C:21]1[CH:22]=[C:23]([CH:27]=[CH:28][C:20]=1[CH2:19][C:16]1[C:17]2[C:12](=[CH:11][CH:10]=[C:9]([CH2:8][CH:7]([C:5](=[O:6])[NH:4][CH2:1][CH2:2][CH3:3])[CH3:31])[CH:18]=2)[CH:13]=[CH:14][CH:15]=1)[C:24]([NH:41][S:38]([C:32]1[CH:37]=[CH:36][CH:35]=[CH:34][CH:33]=1)(=[O:40])=[O:39])=[O:25]. Procedure: Using a similar procedure to that described in Example 2.h., except starting from 4-[7-[2-(propylcarbamoyl)propyl]naphth-1-ylmethyl]-3-methoxybenzoic acid and benzenesulfonamide, the title compound was obtained (83%) as a colorless solid; mp 214.0°-217.5° C., MS(CI), m/e=559(M+H). Reactants: CCO, CC(C)(C)OC(=O)N1CCC(C(=O)c2ccc(Cl)cc2)CC1. Product: CC(C)(C)OC(=O)N1CCC(C(O)c2ccc(Cl)cc2)CC1. As a reaction SMILES: [CH3:23][CH2:24][OH:25].[Cl:1][c:2]1[cH:3][cH:4][c:5]([C:6](=[O:7])[CH:8]2[CH2:9][CH2:10][N:11]([C:14](=[O:15])[O:16][C:17]([CH3:18])([CH3:19])[CH3:20])[CH2:12][CH2:13]2)[cH:21][cH:22]1>>[Cl:1][c:2]1[cH:3][cH:4][c:5]([CH:6]([OH:7])[CH:8]2[CH2:9][CH2:10][N:11]([C:14](=[O:15])[O:16][C:17]([CH3:18])([CH3:19])[CH3:20])[CH2:12][CH2:13]2)[cH:21][cH:22]1. Starting materials: OC1=CC(CC1C1=CC=CC=C1)=O (rac-3-hydroxy-4-phenyl-cyclopent-2-enone), C(C1=CC=CC=C1)=O (benzaldehyde), FC=1C=C2C(=CNC2=CC1)C (5-fluoro-3-methyl-1H-indole). The product is FC=1C=C2C(=C(NC2=CC1)C(C=1C(CC(C1O)C1=CC=CC=C1)=O)C1=CC=CC=C1)C (2-[(5-Fluoro-3-methyl-1H-indol-2-yl)-phenyl-methyl]-3-hydroxy-4-phenyl-cyclopent-2-enone). Reaction SMILES: [OH:1][C:2]1[CH:6]([C:7]2[CH:12]=[CH:11][CH:10]=[CH:9][CH:8]=2)[CH2:5][C:4](=[O:13])[CH:3]=1.[CH:14](=O)[C:15]1[CH:20]=[CH:19][CH:18]=[CH:17][CH:16]=1.[F:22][C:23]1[CH:24]=[C:25]2[C:29](=[CH:30][CH:31]=1)[NH:28][CH:27]=[C:26]2[CH3:32]>>[F:22][C:23]1[CH:24]=[C:25]2[C:29](=[CH:30][CH:31]=1)[NH:28][C:27]([CH:14]([C:15]1[CH:20]=[CH:19][CH:18]=[CH:17][CH:16]=1)[C:3]1[C:4](=[O:13])[CH2:5][CH:6]([C:7]3[CH:12]=[CH:11][CH:10]=[CH:9][CH:8]=3)[C:2]=1[OH:1])=[C:26]2[CH3:32]. Reported procedure: Using general procedure D, rac-3-hydroxy-4-phenyl-cyclopent-2-enone (Lit. 17) was reacted with benzaldehyde and 5-fluoro-3-methyl-1H-indole to give the title compound as a red solid. MS: 412.0 ([M+H]+). Starting materials: [Al+3], CCCc1ccccc1, CC(=O)O, [Cl-], [Cl-], [Cl-], [H][H], O=[N+]([O-])c1ccccc1, O=C1CCC(=O)O1. The product is CCCc1ccc(CCCC(=O)O)cc1. RXN SMILES: [Al+3:11].[CH2:1]([CH2:2][CH3:3])[c:4]1[cH:5][cH:6][cH:7][cH:8][cH:9]1.[CH3:32][C:33](=[O:34])[OH:35].[Cl-:10].[Cl-:12].[Cl-:13].[H:30][H:31].[O-:14][N+:15]([c:16]1[cH:17][cH:18][cH:19][cH:20][cH:21]1)=[O:22].[O:23]=[C:24]1[CH2:25][CH2:26][C:27](=[O:28])[O:29]1>>[CH2:1]([CH2:2][CH3:3])[c:4]1[cH:5][cH:6][c:7]([CH2:27][CH2:26][CH2:25][C:24](=[O:23])[OH:29])[cH:8][cH:9]1. Reactants: C(C)(=O)OCC (ethyl acetate), OS(=O)(=O)C(F)(F)F.NC1=C(N=C(O1)C(F)(F)F)C1=CC=C(C=C1)Cl (5-amino-4-(p-chlorophenyl)-2-(trifluoromethyl)oxazole, triflate salt), ClC(C#N)=C (2-chloroacrylonitrile), C(C)(=O)OCC (ethyl acetate), O (water). Solvent: CCCCCCC (heptane), CN(C=O)C (dimethylformamide). Run at time 4 hour. Product: ClC1=CC=C(C=C1)C=1NC(=CC1C#N)C(F)(F)F ((p-Chlorophenyl)-5-(trifluoromethyl)pyrrole-3-carbonitrile). The yield is 65.0%. RXN SMILES: OS([C:5]([F:8])([F:7])[F:6])(=O)=O.N[C:10]1O[C:13]([C:15](F)(F)F)=[N:12][C:11]=1[C:19]1[CH:24]=[CH:23][C:22]([Cl:25])=[CH:21][CH:20]=1.ClC(=C)[C:28]#[N:29].C(OCC)(=O)C.O>CN(C)C=O.CCCCCCC>[Cl:25][C:22]1[CH:21]=[CH:20][C:19]([C:11]2[NH:12][C:13]([C:5]([F:8])([F:7])[F:6])=[CH:15][C:10]=2[C:28]#[N:29])=[CH:24][CH:23]=1 |f:0.1|. Procedure details: A solution of 5-amino-4-(p-chlorophenyl)-2-(trifluoromethyl)oxazole, triflate salt (16.5 g, 0.04 mol) in dimethylformamide is treated at 10° C. with 2-chloroacrylonitrile (5.25 g, 0.06 mol) under a nitrogen atmosphere, warmed to room temperature, held at room temperature for 4 hours, and treated with a mixture of ethyl acetate and water. The phases are separated and the organic phase is washed with water and concentrated to give a wet solid residue. Flash column chromatography on silica gel, pac... Starting materials: formula 3, OC(CC(=O)OCC)(C)C1=CC=C(C=C1)C1=CC=CC=C1 (ethyl 3-hydroxy-3-([1,1′-biphenyl]-4yl)butanoate), O=P12OP3(=O)OP(=O)(O1)OP(=O)(O2)O3 (phosphorus pentoxide). The solvent is C1=CC=CC=C1 (benzene). Reaction SMILES: O[C:2]([C:10]1[CH:15]=[CH:14][C:13]([C:16]2[CH:21]=[CH:20][CH:19]=[CH:18][CH:17]=2)=[CH:12][CH:11]=1)([CH3:9])[CH2:3][C:4]([O:6][CH2:7][CH3:8])=[O:5].O=P12OP3(OP(OP(O3)(O1)=O)(=O)O2)=O>C1C=CC=CC=1>[C:13]1([C:16]2[CH:17]=[CH:18][CH:19]=[CH:20][CH:21]=2)[CH:14]=[CH:15][C:10]([C:2]([CH3:9])=[CH:3][C:4]([O:6][CH2:7][CH3:8])=[O:5])=[CH:11][CH:12]=1. The yield is 106.8%. The product is C1(=CC=C(C=C1)C(=CC(=O)OCC)C)C1=CC=CC=C1 (ethyl 3-([1,1′-biphenyl]-4yl)-but-2-enoate). Procedure details: To a solution of ethyl 3-hydroxy-3-([1,1′-biphenyl]-4yl)-butanoate (2e, 11 g) in benzene (250 ml) was added phosphorus pentoxide (4 g) and refluxed for 3 h. The benzene layer was decanted and then concentrated. The crude product was purified by column chromatography on silica gel to furnish 11 g (57.3% yield) of ethyl 3-([1,1′-biphenyl]-4yl)-but-2-enoate (3e, formula 3, R=Ph) m.p. 76-78° C. Reactants: CCN(C(C)C)C(C)C, ClC(Cl)Cl, Clc1nc2nc(C3CC3)nc(Cl)c2s1, O=C(NCc1ccc(OC(F)(F)F)cc1)C1CNCCN1S(=O)(=O)c1ccc(OC(F)(F)F)cc1. The product is O=C(NCc1ccc(OC(F)(F)F)cc1)C1CN(c2nc3nc(C4CC4)nc(Cl)c3s2)CCN1S(=O)(=O)c1ccc(OC(F)(F)F)cc1. As a reaction SMILES: [CH:50]([N:51]([CH2:52][CH3:53])[CH:54]([CH3:55])[CH3:56])([CH3:57])[CH3:58].[CH:59]([Cl:60])([Cl:61])[Cl:62].[Cl:36][c:37]1[s:38][c:39]2[c:40]([n:41][c:42]([CH:46]3[CH2:47][CH2:48]3)[n:43][c:44]2[Cl:45])[n:49]1.[F:1][C:2]([O:3][c:4]1[cH:5][cH:6][c:7]([CH2:8][NH:9][C:10](=[O:11])[CH:12]2[N:13]([S:18](=[O:19])(=[O:20])[c:21]3[cH:22][cH:23][c:24]([O:27][C:28]([F:29])([F:30])[F:31])[cH:25][cH:26]3)[CH2:14][CH2:15][NH:16][CH2:17]2)[cH:32][cH:33]1)([F:34])[F:35]>>[F:1][C:2]([O:3][c:4]1[cH:5][cH:6][c:7]([CH2:8][NH:9][C:10](=[O:11])[CH:12]2[N:13]([S:18](=[O:19])(=[O:20])[c:21]3[cH:22][cH:23][c:24]([O:27][C:28]([F:29])([F:30])[F:31])[cH:25][cH:26]3)[CH2:14][CH2:15][N:16]([c:37]3[s:38][c:39]4[c:40]([n:41][c:42]([CH:46]5[CH2:47][CH2:48]5)[n:43][c:44]4[Cl:45])[n:49]3)[CH2:17]2)[cH:32][cH:33]1)([F:34])[F:35].